Dataset: the Open Reaction Database (ORD), a public repository of structured organic reaction records. Task: describe an organic reaction: reactants, conditions, products, and yield The reactants are Cl.ClC1=CC=NC=C1 (4-chloropyridine hydrochloride), CC(C)([O-])C.[Na+] (sodium t-butoxide), 10, N1C=CC2=CC=CC=C12 (indole), C1=CC=C(C=C1)P(C2=CC=CC=C2)C3=CC=CC=C3OC4=CC=CC=C4P(C5=CC=CC=C5)C6=CC=CC=C6 (DPEphos), resultant mixture. Reagents/catalysts: [C].[Pd] (palladium-carbon). Run in C1(=CC=CC=C1)C (toluene). The product is N1=CC=C(C=C1)N1C=CC2=CC=CC=C12 (1-Pyridin-4-ylindole). Reaction SMILES: Cl.Cl[C:3]1[CH:8]=[CH:7][N:6]=[CH:5][CH:4]=1.CC(C)([O-])C.[Na+].[NH:15]1[C:23]2[C:18](=[CH:19][CH:20]=[CH:21][CH:22]=2)[CH:17]=[CH:16]1.C1C=CC(P(C2C(OC3C(P(C4C=CC=CC=4)C4C=CC=CC=4)=CC=CC=3)=CC=CC=2)C2C=CC=CC=2)=CC=1>C1(C)C=CC=CC=1.[C].[Pd]>[N:6]1[CH:7]=[CH:8][C:3]([N:15]2[C:23]3[C:18](=[CH:19][CH:20]=[CH:21][CH:22]=3)[CH:17]=[CH:16]2)=[CH:4][CH:5]=1 |f:0.1,2.3,7.8|. Reported procedure: In 600 mL of toluene were dissolved 30.0 g (0.20 mol) of 4-chloropyridine hydrochloride, 53.8 g (0.56 mol) of sodium t-butoxide, 19.6 g (0.01 mol) of 10 w/w % palladium-carbon (Pd—C) (containing 54 w/w % water), 23.4 g (0.20 mol) of indole, and 5.39 g (0.01 mol) of DPEphos. The resultant mixture was stirred for 10 hours with refluxing. After completion of the reaction, the reaction mixture was cooled to room temperature and the palladium-carbon was filtered off. This liquid reaction mixture was ... The reactants are CC(C)(C)OC(=O)NCCC(NC(=O)OCC1c2ccccc2-c2ccccc21)C(=O)O, C1COCCN1, CN(C)C=O, [Cl-], [Na+]. Yields the product CC(C)(C)OC(=O)NCCC(NC(=O)OCC1c2ccccc2-c2ccccc21)C(=O)N1CCOCC1. RXN SMILES: [C:1]([CH3:2])([CH3:3])([CH3:4])[O:5][C:6](=[O:7])[NH:8][CH2:9][CH2:10][CH:11]([C:12](=[O:13])[OH:14])[NH:15][C:16](=[O:17])[O:18][CH2:19][CH:20]1[c:21]2[cH:22][cH:23][cH:24][cH:25][c:26]2-[c:27]2[cH:28][cH:29][cH:30][cH:31][c:32]21.[CH2:33]1[CH2:34][O:35][CH2:36][CH2:37][NH:38]1.[CH3:41][N:42]([CH3:43])[CH:44]=[O:45].[Cl-:40].[Na+:39]>>[C:1]([CH3:2])([CH3:3])([CH3:4])[O:5][C:6](=[O:7])[NH:8][CH2:9][CH2:10][CH:11]([C:12](=[O:14])[N:38]1[CH2:33][CH2:34][O:35][CH2:36][CH2:37]1)[NH:15][C:16](=[O:17])[O:18][CH2:19][CH:20]1[c:21]2[cH:22][cH:23][cH:24][cH:25][c:26]2-[c:27]2[cH:28][cH:29][cH:30][cH:31][c:32]21. Starting materials: ClC=1C=CC2=C(C(=NCC(=N2)NN)C2=CC=CC=C2)C1 (7-chloro-2-hydrazino-5-phenyl-3H-1,4-benzodiazepine), ClC(C(C)=O)C (3-chloro-2-butanone). Product: ClC=1C=CC2=C(C(=NCC(=N2)NN=C(C(C)Cl)C)C2=CC=CC=C2)C1 (7-chloro-2-[(2-chloro-1-methylpropylidene) hydrazino]-5-phenyl-3H-1,4-benzodiazepine). As a reaction SMILES: [Cl:1][C:2]1[CH:3]=[CH:4][C:5]2[N:11]=[C:10]([NH:12][NH2:13])[CH2:9][N:8]=[C:7]([C:14]3[CH:19]=[CH:18][CH:17]=[CH:16][CH:15]=3)[C:6]=2[CH:20]=1.[Cl:21][CH:22]([CH3:26])[C:23](=O)[CH3:24]>>[Cl:1][C:2]1[CH:3]=[CH:4][C:5]2[N:11]=[C:10]([NH:12][N:13]=[C:23]([CH3:24])[CH:22]([Cl:21])[CH3:26])[CH2:9][N:8]=[C:7]([C:14]3[CH:19]=[CH:18][CH:17]=[CH:16][CH:15]=3)[C:6]=2[CH:20]=1. Procedure: In the manner given in Example 1, 7-chloro-2-hydrazino-5-phenyl-3H-1,4-benzodiazepine can be reacted with 3-chloro-2-butanone to give 7-chloro-2-[(2-chloro-1-methylpropylidene) hydrazino]-5-phenyl-3H-1,4-benzodiazepine. Reactants: [H-].[Na+] (sodium hydride), C(C)(C)(C)OC(=O)N1C[C@H]([C@H](CC1)OCOC)CO ((±)-cis-3-hydroxymethyl-4-methoxymethoxy-piperidine-1-carboxylic acid tert-butyl ester), C(CCC)C=1N=NC(=CC1C1=CC=C(C=C1)OC1CCCCC1)Cl (3-butyl-6-chloro-4-(4-cyclohexyloxy-phenyl)-pyridazine), [H-].[Na+] (NaH), CO (methanol). Solvent: C(C)(=O)OCC (ethyl acetate), C1CCOC1 (THF). Run at temperature 55 celsius, time 2 hour. The product is C(C)(C)(C)OC(=O)N1C[C@H]([C@H](CC1)OCOC)COC=1N=NC(=C(C1)C1=CC=C(C=C1)OC1CCCCC1)CCCC ((±)-cis-3-[6-butyl-5-(4-cyclohexyloxy-phenyl)-pyridazin-3-yloxymethyl]-4-methoxymethoxy-piperidine-1-carboxylic acid tert-butyl ester). Yield: 91.6%. Reaction SMILES: [H-].[Na+].[C:3]([O:7][C:8]([N:10]1[CH2:15][CH2:14][C@H:13]([O:16][CH2:17][O:18][CH3:19])[C@H:12]([CH2:20][OH:21])[CH2:11]1)=[O:9])([CH3:6])([CH3:5])[CH3:4].[CH2:22]([C:26]1[N:27]=[N:28][C:29](Cl)=[CH:30][C:31]=1[C:32]1[CH:37]=[CH:36][C:35]([O:38][CH:39]2[CH2:44][CH2:43][CH2:42][CH2:41][CH2:40]2)=[CH:34][CH:33]=1)[CH2:23][CH2:24][CH3:25].CO>C1COCC1.C(OCC)(=O)C>[C:3]([O:7][C:8]([N:10]1[CH2:15][CH2:14][C@H:13]([O:16][CH2:17][O:18][CH3:19])[C@H:12]([CH2:20][O:21][C:29]2[N:28]=[N:27][C:26]([CH2:22][CH2:23][CH2:24][CH3:25])=[C:31]([C:32]3[CH:33]=[CH:34][C:35]([O:38][CH:39]4[CH2:44][CH2:43][CH2:42][CH2:41][CH2:40]4)=[CH:36][CH:37]=3)[CH:30]=2)[CH2:11]1)=[O:9])([CH3:6])([CH3:5])[CH3:4] |f:0.1|. Procedure: To a stirred solution of (±)-cis-4-methoxymethoxy-piperidine-1,3-dicarboxylic acid 1-tert-butylester 3-methyl ester (1.98 mmol, 0.5 g) in ether (5 mL) at 0° C. was added LAH powder (50 mg) in one lot and continued stirring at 0° C. for additional 20 min followed 10 min at room temperature. TLC analysis of an aliquot of the reaction mixture showed complete consumption of starting material. The reaction mixture was diluted with ether (5 mL), cooled to 0° C., added ethyl acetate drop-wise followed ... The reactants are COCCn1cc(NC(=O)Nc2ccc(OC(F)(F)F)cc2)nc1C(=O)O, CN(C)C=O, O, NCc1cccnc1. Product: COCCn1cc(NC(=O)Nc2ccc(OC(F)(F)F)cc2)nc1C(=O)NCc1cccnc1. Reaction SMILES: [CH3:1][O:2][CH2:3][CH2:4][n:5]1[c:6]([C:25](=[O:26])[OH:27])[n:7][c:8]([NH:10][C:11](=[O:12])[NH:13][c:14]2[cH:15][cH:16][c:17]([O:20][C:21]([F:22])([F:23])[F:24])[cH:18][cH:19]2)[cH:9]1.[O:37]=[CH:38][N:39]([CH3:40])[CH3:41].[OH2:28].[cH:29]1[c:30]([CH2:35][NH2:36])[cH:31][cH:32][cH:33][n:34]1>>[CH3:1][O:2][CH2:3][CH2:4][n:5]1[c:6]([C:25](=[O:27])[NH:36][CH2:35][c:30]2[cH:29][n:34][cH:33][cH:32][cH:31]2)[n:7][c:8]([NH:10][C:11](=[O:12])[NH:13][c:14]2[cH:15][cH:16][c:17]([O:20][C:21]([F:22])([F:23])[F:24])[cH:18][cH:19]2)[cH:9]1. Reactants: CC(C)C[Al+]CC(C)C, CCOC(=O)c1cnoc1-c1ccc(C)cc1, Cl, [H-], C1CCOC1. Product: Cc1ccc(-c2oncc2CCl)cc1. RXN SMILES: [CH2:19]([Al+:20][CH2:21][CH:22]([CH3:23])[CH3:24])[CH:25]([CH3:26])[CH3:27].[CH3:1][c:2]1[cH:3][cH:4][c:5](-[c:8]2[c:9]([C:13]([O:14][CH2:15][CH3:16])=[O:17])[cH:10][n:11][o:12]2)[cH:6][cH:7]1.[ClH:28].[H-:18].[O:29]1[CH2:30][CH2:31][CH2:32][CH2:33]1>>[CH3:1][c:2]1[cH:3][cH:4][c:5](-[c:8]2[c:9]([CH2:13][Cl:28])[cH:10][n:11][o:12]2)[cH:6][cH:7]1.